describe an organic reaction: reactants, conditions, products, and yield From a dataset of the Open Reaction Database (ORD), a public repository of structured organic reaction records. Reactants: N1=CC(=CC=C1)N1N=CC(=C1)C1=CC=CC(=N1)C(C)=O (1-[6-(1-pyridin-3-yl-1H-pyrazol-4-yl)pyridin-2-yl]ethanone), C1(=CC=C(C=C1)S(=O)(=O)O)C (4-toluenesulphonic acid), C(CO)O (1,2-ethanediol). Solvent: 1,1-benzotrifluoride. The product is CC1(OCCO1)C1=NC(=CC=C1)C=1C=NN(C1)C=1C=NC=CC1 (2-(2-Methyl-1,3-dioxolan-2-yl)-6-(1-pyridin-3-yl-1H-pyrazol-4-yl)pyridine). Reaction SMILES: [N:1]1[CH:6]=[CH:5][CH:4]=[C:3]([N:7]2[CH:11]=[C:10]([C:12]3[N:17]=[C:16]([C:18](=[O:20])[CH3:19])[CH:15]=[CH:14][CH:13]=3)[CH:9]=[N:8]2)[CH:2]=1.C1(C)C=CC(S(O)(=O)=O)=CC=1.[CH2:32](O)[CH2:33][OH:34]>>[CH3:19][C:18]1([C:16]2[CH:15]=[CH:14][CH:13]=[C:12]([C:10]3[CH:9]=[N:8][N:7]([C:3]4[CH:2]=[N:1][CH:6]=[CH:5][CH:4]=4)[CH:11]=3)[N:17]=2)[O:34][CH2:33][CH2:32][O:20]1. Procedure: In 100 ml of 1,1-benzotrifluoride, 0.13 g (0.49 mmol) of 1-[6-(1-pyridin-3-yl-1H-pyrazol-4-yl)pyridin-2-yl]ethanone, 0.1 g (0.58 mmol) of 4-toluenesulphonic acid and 1.8 ml (32 mmol) of 1,2-ethanediol were heated under reflux in a reflux apparatus with Soxleth extractor which had been charged with 4 Å molecular sieve for 2 h. The reaction mixture concentrated by evaporation, ethyl acetate, dil. aqueous sodium hydroxide solution, citrate buffer to pH=9 and also aq. NaCl were added to the residue,... Reactants: C1CN(C23CC4CC(CC(C4)C2)C3)CCN1, CCO, Nc1cc(Cl)nc(N)n1. Yields the product Nc1cc(N2CCN(C34CC5CC(CC(C5)C3)C4)CC2)nc(N)n1. RXN SMILES: [C:10]12([N:20]3[CH2:21][CH2:22][NH:23][CH2:24][CH2:25]3)[CH2:11][CH:12]3[CH2:13][CH:14]([CH2:15][CH:16]([CH2:17]1)[CH2:18]3)[CH2:19]2.[CH3:26][CH2:27][OH:28].[NH2:1][c:2]1[n:3][c:4]([NH2:9])[cH:5][c:6]([Cl:8])[n:7]1>>[NH2:1][c:2]1[n:3][c:4]([NH2:9])[cH:5][c:6]([N:23]2[CH2:22][CH2:21][N:20]([C:10]34[CH2:11][CH:12]5[CH2:13][CH:14]([CH2:15][CH:16]([CH2:17]3)[CH2:18]5)[CH2:19]4)[CH2:25][CH2:24]2)[n:7]1. Run at temperature 150 celsius, time 28 hour. RXN SMILES: [F-:1].[K+].CC(CC(O)CO)C.Cl[C:12]1[CH:17]=[CH:16][CH:15]=[CH:14][C:13]=1[N+:18]([O-:20])=[O:19].C1(C)C(C)=CC=CC=1>[Cl-].C[N+](C)(C)C>[F:1][C:12]1[CH:17]=[CH:16][CH:15]=[CH:14][C:13]=1[N+:18]([O-:20])=[O:19] |f:0.1,5.6|. Yields the product FC1=C(C=CC=C1)[N+](=O)[O-] (2-fluoronitrobenzene). The reagents and catalysts are [Cl-].C[N+](C)(C)C (tetramethylammonium chloride). Starting materials: ClC1=C(C=CC=C1)[N+](=O)[O-] (2-chloronitrobenzene), C=1(C(=CC=CC1)C)C (xylene), [F-].[K+] (potassium fluoride), trimethyl(ethoxypolyoxypropyl)ammonium chloride, CC(C)CC(CO)O (polyethylene glycol dimethyl ether). Procedure: In a 2 liter flange flask and fitted with a distillation bridge and impeller stirrer, 290.5 g (5.0 mol) of potassium fluoride, 71.1 g (0.1 mol) of trimethyl(ethoxypolyoxypropyl)ammonium chloride, 11.0 g (0.1 mol) of tetramethylammonium chloride and 17.7 g (0.035 mol) of polyethylene glycol dimethyl ether 500 were introduced at 120° C. into the melt of 630 g (4.0 mol) of 2-chloronitrobenzene. Subsequently, the mixture was azeotropically dried using 100 g (0.94 mol) of xylene and the reaction mixt... The reactants are N[C@@H](CCC(N)=O)C(=O)O (L-glutamine), Cl (hydrochloric acid), C([O-])([O-])=O.[K+].[K+] (Potassium carbonate), [Cl-].[Na+] (sodium chloride), C(C(=C)C)(=O)Cl (methacryloyl chloride). Run in C(C)#N (acetonitrile), O (water). Reaction conditions: time 2 hour. Yields the product C(C(=C)C)(=O)N.N[C@@H](CCC(N)=O)C(=O)O (Glutamine-methacrylamide). Reaction SMILES: [C:1](=O)([O-])[O-].[K+].[K+].[NH2:7][C@H:8]([C:14]([OH:16])=[O:15])[CH2:9][CH2:10][C:11](=[O:13])[NH2:12].C(Cl)(=O)C(C)=C.Cl.[Cl-].[Na+]>O.C(#N)C>[C:11]([NH2:12])(=[O:13])[C:10]([CH3:1])=[CH2:9].[NH2:7][C@H:8]([C:14]([OH:16])=[O:15])[CH2:9][CH2:10][C:11](=[O:13])[NH2:12] |f:0.1.2,6.7,10.11|. Procedure: Potassium carbonate(34.55 g) was dissolved in 100 ml of distilled water, 7.30 g of L-glutamine was dissolved in the solution, and 20 ml of acetonitrile was further added to the solution. The reaction mixture was added dropwise with 10.45 g of methacryloyl chloride over about 10 minutes with vigorous stirring, and further stirred for about 2 hours. The reaction mixture was adjusted to pH 1-2 with concentrated hydrochloric acid, saturated with sodium chloride, and extracted 2 times with 100 ml of ... Reactants: ClCCl (dichloromethane), S(=O)(Cl)Cl (Thionyl chloride), OC1=C(NC=C(C1=O)C(C(F)(F)F)O)C (3-hydroxy-2-methyl-5-(2,2,2-trifluoro-1-hydroxy-ethyl)-1H-pyridin-4-one), CO (methanol). Run in C(C)#N (acetonitrile). Conditions: time 30 minute. Yields the product ClC(C(F)(F)F)C=1C(C(=C(NC1)C)O)=O (5-(1-chloro-2,2,2-trifluoro-ethyl)-3-hydroxy-2-methyl-1H-pyridin-4-one). As a reaction SMILES: S(Cl)(Cl)=O.[OH:5][C:6]1[C:11](=[O:12])[C:10]([CH:13](O)[C:14]([F:17])([F:16])[F:15])=[CH:9][NH:8][C:7]=1[CH3:19].CO.[Cl:22]CCl>C(#N)C>[Cl:22][CH:13]([C:10]1[C:11](=[O:12])[C:6]([OH:5])=[C:7]([CH3:19])[NH:8][CH:9]=1)[C:14]([F:17])([F:16])[F:15]. Reported procedure: Thionyl chloride (2.5 mL, 33.7 mmol) was added to a suspension of 3-hydroxy-2-methyl-5-(2,2,2-trifluoro-1-hydroxy-ethyl)-1H-pyridin-4-one (1.50 g, 6.7 mmol) in acetonitrile (33 mL) at room temperature. The resulting mixture was stirred for 30 min as a clear solution resulted. The progress of the reaction was monitored by TLC (methanol:dichloromethane, 1:10, v:v), which indicated consumption of the starting material. The reaction mixture was evaporated to dryness to give crude 5-(1-chloro-2,2,2-t... Run in C1CCOC1 (THF), O (water). Procedure: 32 mg (0.76 mmol) of lithium hydroxide monohydrate were added to a solution of 112 mg (0.19 mmol) of methyl 4-[(5,5,5-trifluoro-2-{4-[(5-oxo-2-phenyl-5,6-dihydro-4H-1,3,4-oxadiazin-4-yl)methyl]phenyl}pentanoyl)amino]-2,3-dihydro-1H-indene-2-carboxylate (Example 143A) in 2 ml of THF and 1 ml of water, and the mixture was stirred at room temperature overnight. The reaction mixture was then adjusted to pH 2 with 1 M hydrochloric acid and extracted twice with ethyl acetate. The combined organic phas... The product is FC(CCC(C(=O)NC1=C2CC(CC2=CC=C1)C(=O)O)C1=CC=C(C=C1)CN1N=C(OCC1=O)C1=CC=CC=C1)(F)F (4-[(5,5,5-Trifluoro-2-{4-[(5-oxo-2-phenyl-5,6-dihydro-4H-1,3,4-oxadiazin-4-yl)methyl]phenyl}pentanoyl)amino]-2,3-dihydro-1H-indene-2-carboxylic acid). Reaction SMILES: O.[OH-].[Li+].[F:4][C:5]([F:46])([F:45])[CH2:6][CH2:7][CH:8]([C:25]1[CH:30]=[CH:29][C:28]([CH2:31][N:32]2[C:37](=[O:38])[CH2:36][O:35][C:34]([C:39]3[CH:44]=[CH:43][CH:42]=[CH:41][CH:40]=3)=[N:33]2)=[CH:27][CH:26]=1)[C:9]([NH:11][C:12]1[CH:20]=[CH:19][CH:18]=[C:17]2[C:13]=1[CH2:14][CH:15]([C:21]([O:23]C)=[O:22])[CH2:16]2)=[O:10].Cl>C1COCC1.O>[F:46][C:5]([F:4])([F:45])[CH2:6][CH2:7][CH:8]([C:25]1[CH:30]=[CH:29][C:28]([CH2:31][N:32]2[C:37](=[O:38])[CH2:36][O:35][C:34]([C:39]3[CH:44]=[CH:43][CH:42]=[CH:41][CH:40]=3)=[N:33]2)=[CH:27][CH:26]=1)[C:9]([NH:11][C:12]1[CH:20]=[CH:19][CH:18]=[C:17]2[C:13]=1[CH2:14][CH:15]([C:21]([OH:23])=[O:22])[CH2:16]2)=[O:10] |f:0.1.2|. Reactants: O.[OH-].[Li+] (lithium hydroxide monohydrate), FC(CCC(C(=O)NC1=C2CC(CC2=CC=C1)C(=O)OC)C1=CC=C(C=C1)CN1N=C(OCC1=O)C1=CC=CC=C1)(F)F (methyl 4-[(5,5,5-trifluoro-2-{4-[(5-oxo-2-phenyl-5,6-dihydro-4H-1,3,4-oxadiazin-4-yl)methyl]phenyl}pentanoyl)amino]-2,3-dihydro-1H-indene-2-carboxylate), Cl (hydrochloric acid). Run at time 8 hour. Starting materials: O=C([O-])[O-], ClCCBr, Cl, [K+], [K+], [Na+], CN(C)C=O, [OH-], Cc1ccc(C(=O)O)cc1-n1ccc2ccc(O)cc2c1=O. The product is Cc1ccc(C(=O)O)cc1-n1ccc2ccc(OCCCl)cc2c1=O. Reaction SMILES: [C:23](=[O:24])([O-:25])[O-:26].[Cl:29][CH2:30][CH2:31][Br:32].[ClH:35].[K+:27].[K+:28].[Na+:34].[O:36]=[CH:37][N:38]([CH3:39])[CH3:40].[OH-:33].[OH:1][c:2]1[cH:3][cH:4][c:5]2[cH:6][cH:7][n:8](-[c:13]3[cH:14][c:15]([C:16](=[O:17])[OH:18])[cH:19][cH:20][c:21]3[CH3:22])[c:9](=[O:12])[c:10]2[cH:11]1>>[O:1]([c:2]1[cH:3][cH:4][c:5]2[cH:6][cH:7][n:8](-[c:13]3[cH:14][c:15]([C:16](=[O:17])[OH:18])[cH:19][cH:20][c:21]3[CH3:22])[c:9](=[O:12])[c:10]2[cH:11]1)[CH2:31][CH2:30][Cl:29]. The reactants are CC(C)N, CO, COC(=O)c1ccccc1OCC1CO1. The product is COC(=O)c1ccccc1OCC(O)CNC(C)C. RXN SMILES: [CH3:16][CH:17]([CH3:18])[NH2:19].[CH3:20][OH:21].[O:1]1[CH:2]([CH2:3][O:4][c:5]2[c:6]([C:7](=[O:8])[O:9][CH3:10])[cH:11][cH:12][cH:13][cH:14]2)[CH2:15]1>>[OH:1][CH:2]([CH2:3][O:4][c:5]1[c:6]([C:7](=[O:8])[O:9][CH3:10])[cH:11][cH:12][cH:13][cH:14]1)[CH2:15][NH:19][CH:17]([CH3:16])[CH3:18].